From a dataset of the Open Reaction Database (ORD), a public repository of structured organic reaction records. describe an organic reaction: reactants, conditions, products, and yield Starting materials: OP(=O)(O)[O-].[K+] (KH2PO4), OP(=O)([O-])[O-].[K+].[K+] (K2HPO4), NC1=C(C=CC=C1O)O (2-Aminobenzene-1,3-diol), ClCC(=O)Cl (chloroacetyl chloride). Solvent: O (water). Reaction conditions: time 1.5 hour. Yields the product ClCC(=O)NC1=C(C=CC=C1O)O (2-Chloro-N—(2,6-dihydroxyphenyl)acetamide). As a reaction SMILES: OP([O-])(O)=O.[K+].OP([O-])([O-])=O.[K+].[K+].[NH2:14][C:15]1[C:20]([OH:21])=[CH:19][CH:18]=[CH:17][C:16]=1[OH:22].[Cl:23][CH2:24][C:25](Cl)=[O:26]>O>[Cl:23][CH2:24][C:25]([NH:14][C:15]1[C:20]([OH:21])=[CH:19][CH:18]=[CH:17][C:16]=1[OH:22])=[O:26] |f:0.1,2.3.4|. Procedure: KH2PO4 (17.2 g, 126.3 mmol) and K2HPO4 (8.2 g, 35.7 mmol) in 188 ml of distilled water were deoxygenated by passing argon through the mixture for 0.5 hour. 2-Aminobenzene-1,3-diol (1 g, 8.0 mmol) was added to the buffer solution and chloroacetyl chloride (0.64 ml, 8.0 mmol) was added slowly to the reaction mixture. After addition was completed, the reaction mixture was stirred at room temperature for 1.5 hours. Water was removed by freeze-drying and the residue was dissolved in 20% MeOH in DCM. ... Reactants: O=C([O-])O, Cc1ccc(B(O)O)s1, CC#N, C1CCC(P(C2CCCCC2)C2CCCCC2)CC1, Cl, [Cs+], [F-], COc1ccc2c(Oc3ccc(OCCN4CCCCC4)cc3)c(OS(=O)(=O)C(F)(F)F)ccc2c1, [Na+], CC(=O)[O-], CC(=O)[O-], [Pd+2]. Product: Cl, COc1ccc2c(Oc3ccc(OCCN4CCCCC4)cc3)c(-c3ccc(C)s3)ccc2c1. RXN SMILES: [C:67](=[O:68])([OH:69])[O-:70].[CH3:37][c:38]1[cH:39][cH:40][c:41]([B:43]([OH:44])[OH:45])[s:42]1.[CH3:73][C:74]#[N:75].[CH:48]1([P:49]([CH:50]2[CH2:51][CH2:52][CH2:53][CH2:54][CH2:55]2)[CH:56]2[CH2:57][CH2:58][CH2:59][CH2:60][CH2:61]2)[CH2:62][CH2:63][CH2:64][CH2:65][CH2:66]1.[ClH:72].[Cs+:47].[F-:46].[F:1][C:2]([F:3])([F:4])[S:5]([O:6][c:7]1[c:8]([O:19][c:20]2[cH:21][cH:22][c:23]([O:26][CH2:27][CH2:28][N:29]3[CH2:30][CH2:31][CH2:32][CH2:33][CH2:34]3)[cH:24][cH:25]2)[c:9]2[cH:10][cH:11][c:12]([O:17][CH3:18])[cH:13][c:14]2[cH:15][cH:16]1)(=[O:35])=[O:36].[Na+:71].[O-:77][C:78]([CH3:79])=[O:80].[O-:81][C:82]([CH3:83])=[O:84].[Pd+2:76]>>[ClH:72].[c:7]1(-[c:41]2[cH:40][cH:39][c:38]([CH3:37])[s:42]2)[c:8]([O:19][c:20]2[cH:21][cH:22][c:23]([O:26][CH2:27][CH2:28][N:29]3[CH2:30][CH2:31][CH2:32][CH2:33][CH2:34]3)[cH:24][cH:25]2)[c:9]2[cH:10][cH:11][c:12]([O:17][CH3:18])[cH:13][c:14]2[cH:15][cH:16]1. The reactants are CCN(CC)c1nc(C(F)(F)F)ccc1C=CC(=O)O, C1CCOC1, CN1CCOCC1, COc1nc(OC)nc([N+]2(C)CCOCC2)n1, [Cl-], Cl, C#Cc1cc(CN)cc(F)c1NS(C)(=O)=O, O. The product is C#Cc1cc(CNC(=O)C=Cc2ccc(C(F)(F)F)nc2N(CC)CC)cc(F)c1NS(C)(=O)=O. Reaction SMILES: [CH2:25]([CH3:26])[N:27]([c:28]1[n:29][c:30]([C:39]([F:40])([F:41])[F:42])[cH:31][cH:32][c:33]1[CH:34]=[CH:35][C:36](=[O:37])[OH:38])[CH2:43][CH3:44].[CH2:64]1[O:65][CH2:66][CH2:67][CH2:68]1.[CH3:18][N:19]1[CH2:20][CH2:21][O:22][CH2:23][CH2:24]1.[CH3:47][O:48][c:49]1[n:50][c:51]([O:52][CH3:53])[n:54][c:55]([N+:56]2([CH3:57])[CH2:58][CH2:59][O:60][CH2:61][CH2:62]2)[n:63]1.[Cl-:46].[ClH:17].[NH2:1][CH2:2][c:3]1[cH:4][c:5]([C:15]#[CH:16])[c:6]([NH:10][S:11](=[O:12])(=[O:13])[CH3:14])[c:7]([F:9])[cH:8]1.[OH2:45]>>[NH:1]([CH2:2][c:3]1[cH:4][c:5]([C:15]#[CH:16])[c:6]([NH:10][S:11](=[O:12])(=[O:13])[CH3:14])[c:7]([F:9])[cH:8]1)[C:36]([CH:35]=[CH:34][c:33]1[c:28]([N:27]([CH2:25][CH3:26])[CH2:43][CH3:44])[n:29][c:30]([C:39]([F:40])([F:41])[F:42])[cH:31][cH:32]1)=[O:37]. Starting materials: COC(=O)c1ccc2c(C)c[nH]c2c1, CN(C)C=O, ClCc1ccc(Cl)cc1Cl, [H-], [Na+], O. Yields the product COC(=O)c1ccc2c(C)cn(Cc3ccc(Cl)cc3Cl)c2c1. Reaction SMILES: [CH3:1][O:2][C:3](=[O:4])[c:5]1[cH:6][cH:7][c:8]2[c:9]([CH3:14])[cH:10][nH:11][c:12]2[cH:13]1.[CH3:28][N:29]([CH3:30])[CH:31]=[O:32].[Cl:17][c:18]1[c:19]([CH2:20][Cl:21])[cH:22][cH:23][c:24]([Cl:26])[cH:25]1.[H-:15].[Na+:16].[OH2:27]>>[CH3:1][O:2][C:3](=[O:4])[c:5]1[cH:6][cH:7][c:8]2[c:9]([CH3:14])[cH:10][n:11]([CH2:20][c:19]3[c:18]([Cl:17])[cH:25][c:24]([Cl:26])[cH:23][cH:22]3)[c:12]2[cH:13]1.